From a dataset of the Open Reaction Database (ORD), a public repository of structured organic reaction records. describe an organic reaction: reactants, conditions, products, and yield Starting materials: Cl.C(C)(C)NC(CC=1C(NCCC2C1C1=CC=C(C=C1CC2)OC)=O)C (1-(2-isopropylaminopropyl)-9-methoxy-3,4,5,5a,6,7-hexahydro-2H-naphth[1,2-d]azepin-2-one hydrochloride), C(C=C)Br (allyl bromide), C([O-])([O-])=O.[K+].[K+] (potassium carbonate), C(C=C)Br (allyl bromide), C([O-])([O-])=O.[K+].[K+] (potassium carbonate). Run in C(C)O (ethanol). Product: C(C)(C)N(CC=C)C(CC=1C(NCCC2C1C1=CC=C(C=C1CC2)OC)=O)C (1-[2-(N-isopropyl-N-allylamino)propyl]-9-methoxy-3,4,5,5a,6,7-hexahydro-2H-naphth[1,2-d]azepin-2-one). RXN SMILES: Cl.[CH:2]([NH:5][CH:6]([CH3:26])[CH2:7][C:8]1[C:9](=[O:25])[NH:10][CH2:11][CH2:12][CH:13]2[CH2:22][CH2:21][C:20]3[C:15](=[CH:16][CH:17]=[C:18]([O:23][CH3:24])[CH:19]=3)[C:14]=12)([CH3:4])[CH3:3].[CH2:27](Br)[CH:28]=[CH2:29].C(=O)([O-])[O-].[K+].[K+]>C(O)C>[CH:2]([N:5]([CH:6]([CH3:26])[CH2:7][C:8]1[C:9](=[O:25])[NH:10][CH2:11][CH2:12][CH:13]2[CH2:22][CH2:21][C:20]3[C:15](=[CH:16][CH:17]=[C:18]([O:23][CH3:24])[CH:19]=3)[C:14]=12)[CH2:29][CH:28]=[CH2:27])([CH3:3])[CH3:4] |f:0.1,3.4.5|. Reported procedure: The mixture of 7.58 g of slow moving 1-(2-isopropylaminopropyl)-9-methoxy-3,4,5,5a,6,7-hexahydro-2H-naphth[1,2-d]azepin-2-one hydrochloride, 4.8 g of allyl bromide, 5.5 g of potassium carbonate and 100 ml of anhydrous ethanol is refluxed for 3 hours. The mixture is recharged with 2.4 g of allyl bromide and 2.75 g of potassium carbonate and refluxed overnight. It is evaporated, water is added to the residue and the mixture extracted with chloroform. The extract is evaporated, the residue crystall... Starting materials: C(C)(C)(C)OC(=O)N1CCC=2C(=NNC2CC1)C1=CC=C(C=C1)Cl (3-(4-chloro-phenyl)-4,5,7,8-tetrahydro-1H-1,2,6-triaza-azulene-6-carboxylic acid tert-butyl ester), ClC1=C(CCl)C=CC=C1 (2-chlorobenzyl chloride). The product is ClC1=C(CN2N=C(C=3CCNCCC23)C2=CC=C(C=C2)Cl)C=CC=C1 (1-(2-Chloro-benzyl)-3-(4-chloro-phenyl)-1,4,5,6,7,8-hexahydro-1,2,6-triaza-azulene). Yield: 13.4%. As a reaction SMILES: C(OC([N:8]1[CH2:17][CH2:16][C:15]2[NH:14][N:13]=[C:12]([C:18]3[CH:23]=[CH:22][C:21]([Cl:24])=[CH:20][CH:19]=3)[C:11]=2[CH2:10][CH2:9]1)=O)(C)(C)C.[Cl:25][C:26]1[CH:33]=[CH:32][CH:31]=[CH:30][C:27]=1[CH2:28]Cl>>[Cl:25][C:26]1[CH:33]=[CH:32][CH:31]=[CH:30][C:27]=1[CH2:28][N:14]1[C:15]2[CH2:16][CH2:17][NH:8][CH2:9][CH2:10][C:11]=2[C:12]([C:18]2[CH:19]=[CH:20][C:21]([Cl:24])=[CH:22][CH:23]=2)=[N:13]1. Procedure details: The title compound (0.01 g) was prepared from 3-(4-chloro-phenyl)-4,5,7,8-tetrahydro-1H-1,2,6-triaza-azulene-6-carboxylic acid tert-butyl ester (Example 103, Step B; 0.2 mmol) using 2-chlorobenzyl chloride (0.3 mmol) in place of 2-chloromethyl-thiophene. MS (ESI): exact mass calculated for C17H22ClN3O, 371.10. found, m/z 372.1 [M+H]+. 1H NMR (500 MHz, CD3OD): 7.43-7.41 (m, 2H), 7.32-7.30 (m, 2H), 7.32 (d, J=8.6 Hz, 2H), 6.76 (d, J=8.6 Hz, 2H), 5.23 (s, 2H), 2.94-2.91 (br m, 4H), 2.79-7.77 (br m,...